From a dataset of the Open Reaction Database (ORD), a public repository of structured organic reaction records. describe an organic reaction: reactants, conditions, products, and yield Reactants: COC(=O)C=1C(=NN(C1CC)C1=CC(=CC=C1)\C=C\C1=CC=C(C=C1)Cl)CC (1-{3-[(E)-2-(4-chloro-phenyl)-vinyl]-phenyl}-3,5-diethyl-1H-pyrazole-4-carboxylic acid methyl ester), [OH-].[Li+] (lithium hydroxide). Solvent: C1CCOC1.CO (THF MeOH). Product: ClC1=CC=C(C=C1)/C=C/C=1C=C(C=CC1)N1N=C(C(=C1CC)C(=O)O)CC (1-{3-[(E)-2-(4-Chloro-phenyl)-vinyl]-phenyl}-3,5-diethyl-1H-pyrazole-4-carboxylic acid). The yield is 98.6%. Reaction SMILES: C[O:2][C:3]([C:5]1[C:6]([CH2:27][CH3:28])=[N:7][N:8]([C:12]2[CH:17]=[CH:16][CH:15]=[C:14](/[CH:18]=[CH:19]/[C:20]3[CH:25]=[CH:24][C:23]([Cl:26])=[CH:22][CH:21]=3)[CH:13]=2)[C:9]=1[CH2:10][CH3:11])=[O:4].[OH-].[Li+]>C1COCC1.CO>[Cl:26][C:23]1[CH:24]=[CH:25][C:20](/[CH:19]=[CH:18]/[C:14]2[CH:13]=[C:12]([N:8]3[C:9]([CH2:10][CH3:11])=[C:5]([C:3]([OH:4])=[O:2])[C:6]([CH2:27][CH3:28])=[N:7]3)[CH:17]=[CH:16][CH:15]=2)=[CH:21][CH:22]=1 |f:1.2,3.4|. Procedure details: A solution of 1.78 g (4.5 mmol) of 1-{3-[(E)-2-(4-chloro-phenyl)-vinyl]-phenyl}-3,5-diethyl-1H-pyrazole-4-carboxylic acid methyl ester in 100 ml of THF/MeOH (1:1) was treated with 11.3 ml of lithium hydroxide solution (1 M in water) at RT and then stirred at reflux (boiling temperature=80° C.) for 60 hours. The reaction mixture was then cooled to RT and evaporated. The residue was partitioned between water and CH2Cl2, acidified with HCl (2N) to pH 1-2 and extracted twice with CH2Cl2. The organic... The reactants are CN(C)c1cccc(O)c1, [Cl-], ClCCCI, [H-], [Na+], [Na+], CN(C)C=O, O. Product: CN(C)c1cccc(OCCCCl)c1. Reaction SMILES: [CH3:1][N:2]([c:3]1[cH:4][c:5]([OH:9])[cH:6][cH:7][cH:8]1)[CH3:10].[Cl-:18].[Cl:13][CH2:14][CH2:15][CH2:16][I:17].[H-:11].[Na+:12].[Na+:19].[O:20]=[CH:21][N:22]([CH3:23])[CH3:24].[OH2:25]>>[CH3:1][N:2]([c:3]1[cH:4][c:5]([O:9][CH2:16][CH2:15][CH2:14][Cl:13])[cH:6][cH:7][cH:8]1)[CH3:10]. As a reaction SMILES: [CH3:50][CH2:51][O:52][C:53]([CH3:54])=[O:55].[CH:21]([N:22]([CH:23]([CH3:24])[CH3:25])[CH2:26][CH3:27])([CH3:28])[CH3:29].[Cl:30][c:31]1[cH:32][cH:33][c:34]2[c:35]([N:41]3[CH2:42][CH2:43][NH:44][CH2:45][CH2:46]3)[cH:36][cH:37][n:38][c:39]2[cH:40]1.[Cl:47][CH2:48][Cl:49].[Cl:8][C:9](=[O:10])[O:11][c:12]1[cH:13][cH:14][c:15]([N+:16]([O-:17])=[O:18])[cH:19][cH:20]1.[NH2:1][c:2]1[cH:3][cH:4][n:5][cH:6][cH:7]1>>[NH:1]([c:2]1[cH:3][cH:4][n:5][cH:6][cH:7]1)[C:9](=[O:10])[N:44]1[CH2:43][CH2:42][N:41]([c:35]2[c:34]3[cH:33][cH:32][c:31]([Cl:30])[cH:40][c:39]3[n:38][cH:37][cH:36]2)[CH2:46][CH2:45]1. The reactants are CCOC(C)=O, CCN(C(C)C)C(C)C, Clc1ccc2c(N3CCNCC3)ccnc2c1, ClCCl, O=C(Cl)Oc1ccc([N+](=O)[O-])cc1, Nc1ccncc1. Product: O=C(Nc1ccncc1)N1CCN(c2ccnc3cc(Cl)ccc23)CC1. As a reaction SMILES: [Br:11][c:12]1[cH:13][c:14](-[c:19]2[n:20](-[c:24]3[c:25]([Cl:31])[c:26]([Cl:30])[cH:27][cH:28][cH:29]3)[cH:21][cH:22][n:23]2)[c:15]([Cl:18])[n:16][cH:17]1.[CH3:1][O:2][c:3]1[cH:4][cH:5][c:6]([CH2:9][NH2:10])[cH:7][cH:8]1.[CH3:38][CH2:39][O:40][C:41](=[O:42])[CH3:43].[O:32]1[CH2:33][CH2:34][O:35][CH2:36][CH2:37]1>>[CH3:1][O:2][c:3]1[cH:4][cH:5][c:6]([CH2:9][NH:10][c:15]2[c:14](-[c:19]3[n:20](-[c:24]4[c:25]([Cl:31])[c:26]([Cl:30])[cH:27][cH:28][cH:29]4)[cH:21][cH:22][n:23]3)[cH:13][c:12]([Br:11])[cH:17][n:16]2)[cH:7][cH:8]1. Reactants: Clc1cccc(-n2ccnc2-c2cc(Br)cnc2Cl)c1Cl, COc1ccc(CN)cc1, CCOC(C)=O, C1COCCO1. Yields the product COc1ccc(CNc2ncc(Br)cc2-c2nccn2-c2cccc(Cl)c2Cl)cc1. Reactants: O=C([O-])[O-], CS(C)=O, CCOC(C)=O, COC(=O)c1cc(F)c(F)c(F)c1, [K+], [K+], CC(c1cccc2ccccc12)N(CC1CNCC1c1ccccc1)C(=O)OC(C)(C)C. The product is COC(=O)c1cc(F)c(N2CC(CN(C(=O)OC(C)(C)C)C(C)c3cccc4ccccc34)C(c3ccccc3)C2)c(F)c1. Reaction SMILES: [C:37](=[O:38])([O-:39])[O-:40].[CH3:1][S:2]([CH3:3])=[O:4].[CH3:56][CH2:57][O:58][C:59](=[O:60])[CH3:61].[F:43][c:44]1[cH:45][c:46]([C:47](=[O:48])[O:49][CH3:50])[cH:51][c:52]([F:55])[c:53]1[F:54].[K+:41].[K+:42].[c:5]1([CH:15]([CH3:16])[N:17]([C:18]([O:19][C:20]([CH3:21])([CH3:22])[CH3:23])=[O:24])[CH2:25][CH:26]2[CH2:27][NH:28][CH2:29][CH:30]2[c:31]2[cH:32][cH:33][cH:34][cH:35][cH:36]2)[cH:6][cH:7][cH:8][c:9]2[cH:10][cH:11][cH:12][cH:13][c:14]12>>[c:5]1([CH:15]([CH3:16])[N:17]([C:18]([O:19][C:20]([CH3:21])([CH3:22])[CH3:23])=[O:24])[CH2:25][CH:26]2[CH2:27][N:28]([c:53]3[c:44]([F:43])[cH:45][c:46]([C:47](=[O:48])[O:49][CH3:50])[cH:51][c:52]3[F:55])[CH2:29][CH:30]2[c:31]2[cH:32][cH:33][cH:34][cH:35][cH:36]2)[cH:6][cH:7][cH:8][c:9]2[cH:10][cH:11][cH:12][cH:13][c:14]12. Reactants: [Na] (sodium), OC(CC=CC(=O)O)CCCCC (5-hydroxy-2-decenoic acid). Conditions: time 52 hour. Yields the product OC(CCCC(=O)O)CCCCC (5-hydroxy-decanoic acid). As a reaction SMILES: [Na].[OH:2][CH:3]([CH2:10][CH2:11][CH2:12][CH2:13][CH3:14])[CH2:4][CH:5]=[CH:6][C:7]([OH:9])=[O:8]>>[OH:2][CH:3]([CH2:10][CH2:11][CH2:12][CH2:13][CH3:14])[CH2:4][CH2:5][CH2:6][C:7]([OH:9])=[O:8] |^1:0|. Reported procedure: A 21 bioreactor containing 1 1 medium of pH 6 and 35° C. was seeded with an inoculum of 50 ml of Clostridium tyrobutyricum I-776. The mixture was stirred at 300/min, and strict anaerobic and sterile conditions were maintained. After several hours, when the culture started to grow, indicated by the evolution of gas from the solution, the medium was fed with the sodium salt of 5-hydroxy-2-decenoic acid. After 52 h, 5-hydroxy-decanoic acid was obtained in a concentration of 1.75 g/l, corresponding ... The reactants are N(=O)OC(C)(C)C (t-butyl nitrite), C(C)(C)(C)OC(=O)CON=C(C(=O)OC(C1=CC=CC=C1)C1=CC=CC=C1)C1=NSC(=N1)N (benzhydryl 2-tert-butoxycarbonylmethoxyimino-2-(5-amino-1,2,4-thiadiazol-3-yl)acetate), C(C)(=O)OCC (ethyl acetate), O (water). Solvent: O1CCCC1 (tetrahydrofuran), O1CCCC1 (tetrahydrofuran). Product: C(C)(C)(C)OC(=O)CON=C(C(=O)OC(C1=CC=CC=C1)C1=CC=CC=C1)C1=NSC=N1 (benzhydryl 2-tert-butoxycarbonylmethoxyimino-2-(1,2,4-thiadiazol-3-yl)acetate). Yield: 73.4%. As a reaction SMILES: N(OC(C)(C)C)=O.[C:8]([O:12][C:13]([CH2:15][O:16][N:17]=[C:18]([C:35]1[N:39]=[C:38](N)[S:37][N:36]=1)[C:19]([O:21][CH:22]([C:29]1[CH:34]=[CH:33][CH:32]=[CH:31][CH:30]=1)[C:23]1[CH:28]=[CH:27][CH:26]=[CH:25][CH:24]=1)=[O:20])=[O:14])([CH3:11])([CH3:10])[CH3:9].C(OCC)(=O)C.O>O1CCCC1>[C:8]([O:12][C:13]([CH2:15][O:16][N:17]=[C:18]([C:35]1[N:39]=[CH:38][S:37][N:36]=1)[C:19]([O:21][CH:22]([C:29]1[CH:34]=[CH:33][CH:32]=[CH:31][CH:30]=1)[C:23]1[CH:24]=[CH:25][CH:26]=[CH:27][CH:28]=1)=[O:20])=[O:14])([CH3:11])([CH3:9])[CH3:10]. Procedure: A solution of t-butyl nitrite (3.2 g) in tetrahydrofuran (20 ml) was added dropwise to a solution of benzhydryl 2-tert-butoxycarbonylmethoxyimino-2-(5-amino-1,2,4-thiadiazol-3-yl)acetate (syn isomer) (10 g) in tetrahydrofuran (100 ml) at 50° to 53° C. under stirring, and the mixture was stirred at the same temperature for 25 minutes. The reaction mixture was poured into a mixture of ethyl acetate and water. The separated organic layer was washed with an aqueous sodium chloride and dried over mag... Reactants: C1(=CC=CC=C1)S(=O)[O-].[Na+] (sodium phenyl sulfinate), C([O-])([O-])=O.[K+].[K+] (potassium carbonate), ice water, BrCC=C1CCCC1 (1-bromo-2-cyclopentylidene-ethane). Reagents/catalysts: [I-].[Na+] (sodium iodide). Run in CO (methanol). Conditions: temperature 20 celsius, time 2 hour. The product is C1(CCCC1)=CCS(=O)(=O)C1=CC=CC=C1 ((2-cyclopentylidene-ethyl)-phenyl sulfone). The yield is 47.1%. As a reaction SMILES: [C:1]1([S:7]([O-:9])=[O:8])[CH:6]=[CH:5][CH:4]=[CH:3][CH:2]=1.[Na+].C(=O)([O-])[O-].[K+].[K+].Br[CH2:18][CH:19]=[C:20]1[CH2:24][CH2:23][CH2:22][CH2:21]1>[I-].[Na+].CO>[C:20]1(=[CH:19][CH2:18][S:7]([C:1]2[CH:6]=[CH:5][CH:4]=[CH:3][CH:2]=2)(=[O:9])=[O:8])[CH2:24][CH2:23][CH2:22][CH2:21]1 |f:0.1,2.3.4,6.7|. Reported procedure: 22.3 gm of sodium phenyl sulfinate, 2.2 gm of potassium carbonate and 0.2 gm of sodium iodide were introduced into 50 cc of methanol. Then 23.6 gm of 1-bromo-2-cyclopentylidene-ethane were added at a temperature of about +10° C and under agitation and the reaction mixture was agitated for 2 hours at 20° C. Thereafter, the reaction mixture was poured into ice water and cooled to 0° C. The precipitate formed was isolated by vacuum filtering and dried under vacuum in the presence of potassium hydro... The reactants are [BH4-].[Na+] (NaBH4), Cl.N[C@H]1CN(CCC1)C1=C2C(=NC=C1Br)NC=C2NC(C2=CN=CC=C2)=O ((R)—N-(4-(3-Aminopiperidin-1-yl)-5-bromo-1H-pyrrolo[2,3-b]pyridin-3-yl)nicotinamide hydrochloride), C1(CC1)C=O (Cyclopropanecarbaldehyde), C(OC)(OC)OC (trimethyl orthoformate), CCN(C(C)C)C(C)C (DIEA). Solvent: O (water), CO (MeOH). Reaction conditions: time 18 hour. Product: Cl.BrC=1C(=C2C(=NC1)NC=C2NC(C2=CN=CC=C2)=O)N2C[C@@H](CCC2)NCC2CC2 ((R)—N-(5-bromo-4-(3-(cyclopropylmethylamino)piperidin-1-yl)-1H-pyrrolo[2,3-b]pyridin-3-yl)nicotinamide hydrochloride salt). Yield: 70.6%. RXN SMILES: [ClH:1].[NH2:2][C@@H:3]1[CH2:8][CH2:7][CH2:6][N:5]([C:9]2[C:14]([Br:15])=[CH:13][N:12]=[C:11]3[NH:16][CH:17]=[C:18]([NH:19][C:20](=[O:27])[C:21]4[CH:26]=[CH:25][CH:24]=[N:23][CH:22]=4)[C:10]=23)[CH2:4]1.C(OC)(OC)OC.CCN(C(C)C)C(C)C.[CH:44]1([CH:47]=O)[CH2:46][CH2:45]1.[BH4-].[Na+]>CO.O>[ClH:1].[Br:15][C:14]1[C:9]([N:5]2[CH2:6][CH2:7][CH2:8][C@@H:3]([NH:2][CH2:47][CH:44]3[CH2:46][CH2:45]3)[CH2:4]2)=[C:10]2[C:18]([NH:19][C:20](=[O:27])[C:21]3[CH:26]=[CH:25][CH:24]=[N:23][CH:22]=3)=[CH:17][NH:16][C:11]2=[N:12][CH:13]=1 |f:0.1,5.6,9.10|. Procedure: (R)—N-(4-(3-Aminopiperidin-1-yl)-5-bromo-1H-pyrrolo[2,3-b]pyridin-3-yl)nicotinamide hydrochloride (0.075 g, 0.14 mmol, Example 1A), trimethyl orthoformate (0.32 mL, 2.9 mmol), and DIEA (0.100 mL, 0.57 mmol; d 0.742) were placed in MeOH (3 mL). Cyclopropanecarbaldehyde (0.022 mL, 0.29 mmol) was then added, and the reaction was stirred at room temperature for 18 hours. NaBH4 (0.014 g, 0.36 mmol) was then added, and the reaction was stirred for 1 hour. The reaction was then poured into water, and e...